Dataset: the Open Reaction Database (ORD), a public repository of structured organic reaction records. Task: describe an organic reaction: reactants, conditions, products, and yield Starting materials: C(C)(C)(C)[Si](O[C@H]1C=C[C@H](C1)O)(C)C ((1S,4R)-4-(tert-butyl-dimethyl-silanyloxy)-cyclopent-2-enol). The reagents and catalysts are [OH-].[OH-].[Pd+2] (palladium hydroxide on activated carbon). Solvent: C(C)(=O)OCC (ethyl acetate). Run at time 8 hour. Product: C(C)(C)(C)[Si](O[C@@H]1C[C@@H](CC1)O)(C)C ((1R,3S)-3-(tert-Butyl-dimethyl-silanyloxy)-cyclopentanol). Isolated yield 99.1%. Reaction SMILES: [C:1]([Si:5]([CH3:14])([CH3:13])[O:6][C@@H:7]1[CH2:11][C@H:10]([OH:12])[CH:9]=[CH:8]1)([CH3:4])([CH3:3])[CH3:2]>C(OCC)(=O)C.[OH-].[OH-].[Pd+2]>[C:1]([Si:5]([CH3:14])([CH3:13])[O:6][C@H:7]1[CH2:8][CH2:9][C@@H:10]([OH:12])[CH2:11]1)([CH3:4])([CH3:3])[CH3:2] |f:2.3.4|. Procedure details: A solution of 2.0 g (9.33 mmol) of (1S,4R)-4-(tert-butyl-dimethyl-silanyloxy)-cyclopent-2-enol (Curran, et al. Tetrahedron 1997, 53, 1983-2004) in 10 mL of ethyl acetate was treated with 66 mg of 20% palladium hydroxide on activated carbon and the mixture was stirred overnight under a hydrogen atmosphere (1 atm) at room temperature. The catalyst was removed by filtration, and the filtrate was evaporated in vacuo to give 2.0 g of the title compound (32). Rt=1.72 min (Method C). Detected mass: 217... Starting materials: Cc1ccccc1, [Na+], CCOC(=O)N=NC(=O)OCC, C1CCOC1, O, CN(c1cccc2cc(C3=NCC(CCO)S3)[nH]c12)S(=O)(=O)c1cccs1, O=C([O-])O, c1ccc(P(c2ccccc2)c2ccccc2)cc1, [N-]=[N+]=NP(=O)(c1ccccc1)c1ccccc1. Yields the product CN(c1cccc2cc(C3=NCC(CCN)S3)[nH]c12)S(=O)(=O)c1cccs1. Reaction SMILES: [CH3:87][c:88]1[cH:89][cH:90][cH:91][cH:92][cH:93]1.[Na+:76].[O:47]=[C:48]([N:49]=[N:53][C:54]([O:55][CH2:56][CH3:57])=[O:58])[O:50][CH2:51][CH3:52].[O:81]1[CH2:82][CH2:83][CH2:84][CH2:85]1.[OH2:86].[OH:1][CH2:2][CH2:3][CH:4]1[CH2:5][N:6]=[C:7]([c:9]2[nH:10][c:11]3[c:12]([N:18]([S:19](=[O:20])(=[O:21])[c:22]4[s:23][cH:24][cH:25][cH:26]4)[CH3:27])[cH:13][cH:14][cH:15][c:16]3[cH:17]2)[S:8]1.[OH:77][C:78](=[O:79])[O-:80].[c:28]1([P:29]([c:30]2[cH:31][cH:32][cH:33][cH:34][cH:35]2)[c:36]2[cH:37][cH:38][cH:39][cH:40][cH:41]2)[cH:42][cH:43][cH:44][cH:45][cH:46]1.[c:59]1([P:60]([N:61]=[N+:62]=[N-:63])([c:64]2[cH:65][cH:66][cH:67][cH:68][cH:69]2)=[O:70])[cH:71][cH:72][cH:73][cH:74][cH:75]1>>[CH2:2]([CH2:3][CH:4]1[CH2:5][N:6]=[C:7]([c:9]2[nH:10][c:11]3[c:12]([N:18]([S:19](=[O:20])(=[O:21])[c:22]4[s:23][cH:24][cH:25][cH:26]4)[CH3:27])[cH:13][cH:14][cH:15][c:16]3[cH:17]2)[S:8]1)[NH2:49]. Reactants: OCCNCc1ccccc1, CC1CO1. The product is CC(O)CN(CCO)Cc1ccccc1. As a reaction SMILES: [CH2:1]([c:2]1[cH:3][cH:4][cH:5][cH:6][cH:7]1)[NH:8][CH2:9][CH2:10][OH:11].[CH3:12][CH:13]1[O:14][CH2:15]1>>[CH2:1]([c:2]1[cH:3][cH:4][cH:5][cH:6][cH:7]1)[N:8]([CH2:9][CH2:10][OH:11])[CH2:15][CH:13]([CH3:12])[OH:14].